The task is: describe an organic reaction: reactants, conditions, products, and yield. This data is from the Open Reaction Database (ORD), a public repository of structured organic reaction records. Starting materials: BrC=1C=NC2=CC=CC=C2C1Cl (3-bromo-4-chloro-quinoline), OC(CN)C1=CC=CC=C1 (2-hydroxy-2-phenyl-ethylamine), O (water). Solvent: C(C)OC(C)O (ethoxyethanol). Yields the product BrC=1C=NC2=CC=CC=C2C1NCC(C1=CC=CC=C1)O (3-Bromo-N-(2-hydroxy-2-phenylethyl)-4-quinolinamine). RXN SMILES: [Br:1][C:2]1[CH:3]=[N:4][C:5]2[C:10]([C:11]=1Cl)=[CH:9][CH:8]=[CH:7][CH:6]=2.[OH:13][CH:14]([C:17]1[CH:22]=[CH:21][CH:20]=[CH:19][CH:18]=1)[CH2:15][NH2:16].O>C(OC(O)C)C>[Br:1][C:2]1[CH:3]=[N:4][C:5]2[C:10]([C:11]=1[NH:16][CH2:15][CH:14]([OH:13])[C:17]1[CH:22]=[CH:21][CH:20]=[CH:19][CH:18]=1)=[CH:9][CH:8]=[CH:7][CH:6]=2. Reported procedure: A solution of 4 g of 3-bromo-4-chloro-quinoline and 6 g of 2-hydroxy-2-phenyl-ethylamine was heated at 150° C. for 3 hours in 10 ml of ethoxyethanol. The mixture was cooled and poured into 150 ml of water. The product was extracted with two 50 ml portions of ether. The ether layer was dried over sodium sulfate, the solvent was evaporated and the residue was recrystallized from isopropanol. The yield was 3.0 g, mp 131°-132° C. Starting materials: CN1CCCC1=O, O=C(O)c1ccc(F)c([N+](=O)[O-])c1, O, Nc1cccc(-c2nccs2)c1. The product is O=C(O)c1ccc(Nc2cccc(-c3nccs3)c2)c([N+](=O)[O-])c1. Reaction SMILES: [CH3:26][N:27]1[CH2:28][CH2:29][CH2:30][C:31]1=[O:32].[F:13][c:14]1[c:15]([N+:23](=[O:24])[O-:25])[cH:16][c:17]([C:18](=[O:19])[OH:20])[cH:21][cH:22]1.[OH2:33].[s:1]1[c:2](-[c:6]2[cH:7][c:8]([NH2:12])[cH:9][cH:10][cH:11]2)[n:3][cH:4][cH:5]1>>[s:1]1[c:2](-[c:6]2[cH:7][c:8]([NH:12][c:14]3[c:15]([N+:23](=[O:24])[O-:25])[cH:16][c:17]([C:18](=[O:19])[OH:20])[cH:21][cH:22]3)[cH:9][cH:10][cH:11]2)[n:3][cH:4][cH:5]1. The reactants are FC1=C(C=CC(=C1)OCC=1SC(=C(C1)OC)CO)CCC(=O)OCC (ethyl 3-[2-fluoro-4-[[5-(hydroxymethyl)-4-methoxy-2-thienyl]methoxy]phenyl]propanoate), CC(=O)OI1(C=2C=CC=CC2C(=O)O1)(OC(=O)C)OC(=O)C (Dess-Martin periodinane). Solvent: ClCCl (dichloromethane), O (water). Run at time 2 hour. Yields the product FC1=C(C=CC(=C1)OCC=1SC(=C(C1)OC)C=O)CCC(=O)OCC (Ethyl 3-[2-fluoro-4-[(5-formyl-4-methoxy-2-thienyl)methoxy]phenyl]propanoate). Isolated yield 50.8%. Reaction SMILES: [F:1][C:2]1[CH:7]=[C:6]([O:8][CH2:9][C:10]2[S:11][C:12]([CH2:17][OH:18])=[C:13]([O:15][CH3:16])[CH:14]=2)[CH:5]=[CH:4][C:3]=1[CH2:19][CH2:20][C:21]([O:23][CH2:24][CH3:25])=[O:22].CC(OI1(OC(C)=O)(OC(C)=O)OC(=O)C2C=CC=CC1=2)=O>ClCCl.O>[F:1][C:2]1[CH:7]=[C:6]([O:8][CH2:9][C:10]2[S:11][C:12]([CH:17]=[O:18])=[C:13]([O:15][CH3:16])[CH:14]=2)[CH:5]=[CH:4][C:3]=1[CH2:19][CH2:20][C:21]([O:23][CH2:24][CH3:25])=[O:22]. Procedure details: To a solution of ethyl 3-[2-fluoro-4-[[5-(hydroxymethyl)-4-methoxy-2-thienyl]methoxy]phenyl]propanoate (1.6 g, 4.3 mmol) in anhydrous dichloromethane (10 mL), cooled to 0° C., is added Dess-Martin periodinane (2.76 g, 6.5 mmol). The reaction mixture is warmed to room temperature and stirred for 2 hours. The reaction mixture is diluted with water (15 mL), extracted with ethyl acetate, washed with water (15 mL), brine (15 mL), dried over sodium sulfate, filtered, and evaporated to dryness. The cru... The reactants are CS(=O)(=O)NC=1C=C2C=CC(=[N+](C2=CC1)[O-])C (6-Methanesulphonamido-2-methylquinoline-1-oxide), C1(=CC=C(C=C1)S(=O)(=O)Cl)C (p-toluenesulphonyl chloride). Solvent: ClCCCl (1,2-dichloroethane). Reaction conditions: time 17 hour. Yields the product ClCC1=NC2=CC=C(C=C2C=C1)NS(=O)(=O)C (2-Chloromethyl-6-methanesulphonamidoquinoline). RXN SMILES: [CH3:1][S:2]([NH:5][C:6]1[CH:7]=[C:8]2[C:13](=[CH:14][CH:15]=1)[N+:12]([O-])=[C:11]([CH3:17])[CH:10]=[CH:9]2)(=[O:4])=[O:3].C1(C)C=CC(S([Cl:27])(=O)=O)=CC=1>ClCCCl>[Cl:27][CH2:17][C:11]1[CH:10]=[CH:9][C:8]2[C:13](=[CH:14][CH:15]=[C:6]([NH:5][S:2]([CH3:1])(=[O:4])=[O:3])[CH:7]=2)[N:12]=1. Procedure details: 6-Methanesulphonamido-2-methylquinoline-1-oxide (1.65 g) and p-toluenesulphonyl chloride (1.72 g) were heated under reflux for 1 hour in 1,2-dichloroethane solution, and the reaction mixture was then stood at room temperature for 17 hours. The reaction mixture was then washed twice with aqueous sodium bicarbonate, dried (MgSO4) and evaporated in vacuo. The residue was purified by column chromatography on silica eluting with methylene chloride containing methanol (0% up to 1%). The product-contai... The reactants are CC1=NN(C(=C1)C)CCCCCCCCCCCCCCCC (3,5-dimethyl-1-hexadecyl-pyrazole), C(C1=CC=CC=C1)Br (benzyl bromide), S1(=O)(=O)CCCC1 (sulfolane). The solvent is C(C)(=O)OCC (ethyl acetate). Run at temperature 100 celsius, time 11 hour. The product is [Br-].C(C1=CC=CC=C1)N1[N+](=C(C=C1C)C)CCCCCCCCCCCCCCCC (2-benzyl-3,5-dimethyl-1-hexadecyl-pyrazolium bromide). Yield: 49.2%. RXN SMILES: [CH3:1][C:2]1[CH:6]=[C:5]([CH3:7])[N:4]([CH2:8][CH2:9][CH2:10][CH2:11][CH2:12][CH2:13][CH2:14][CH2:15][CH2:16][CH2:17][CH2:18][CH2:19][CH2:20][CH2:21][CH2:22][CH3:23])[N:3]=1.[CH2:24]([Br:31])[C:25]1[CH:30]=[CH:29][CH:28]=[CH:27][CH:26]=1.S1(CCCC1)(=O)=O>C(OCC)(=O)C>[Br-:31].[CH2:24]([N:3]1[C:2]([CH3:1])=[CH:6][C:5]([CH3:7])=[N+:4]1[CH2:8][CH2:9][CH2:10][CH2:11][CH2:12][CH2:13][CH2:14][CH2:15][CH2:16][CH2:17][CH2:18][CH2:19][CH2:20][CH2:21][CH2:22][CH3:23])[C:25]1[CH:30]=[CH:29][CH:28]=[CH:27][CH:26]=1 |f:4.5|. Procedure details: A mixture of 48.1 g (0.150 mol) of 3,5-dimethyl-1-hexadecyl-pyrazole, 25.6 g (0.150 mol) of benzyl bromide and 200 ml of sulfolane is stirred and heated to 100° C., and then kept at this temperature for 11 hrs. The reaction mixture is allowed to cool down overnight. It is then stirred and 100 ml of ethyl acetate is added. The crystalate is filtered off, washed with ethyl acetate, and vacuum dried at 50° C./12 Torr to yield about 36.3 g of 2-benzyl-3,5-dimethyl-1-hexadecyl-pyrazolium bromide; m.p... Reactants: CP(=O)(C)C1=CC(=C(C=C1)NC1=NC=C(C(=N1)NC1=C(C=CC=C1)S(=O)(=O)C(C)C)N)OC (N2-[4-(dimethylphosphoryl)-2-methoxyphenyl]-N4-[2-(propan-2-ylsulfonyl)phenyl]pyrimidine-2,4,5-triamine), N,N′-Carbonyldiimidazole, C1CCOC1 (THF). Reaction conditions: time 8 hour. Yields the product CP(=O)(C)C1=CC(=C(C=C1)NC1=NC=C2NC(N(C2=N1)C1=C(C=CC=C1)S(=O)(=O)C(C)C)=O)OC (2-{[4-(dimethylphosphoryl)-2-methoxyphenyl]amino}-9-[2-(propan-2-ylsulfonyl)phenyl]-7,9-dihydro-8H-purin-8-one). As a reaction SMILES: [CH3:1][P:2]([C:5]1[CH:10]=[CH:9][C:8]([NH:11][C:12]2[N:17]=[C:16]([NH:18][C:19]3[CH:24]=[CH:23][CH:22]=[CH:21][C:20]=3[S:25]([CH:28]([CH3:30])[CH3:29])(=[O:27])=[O:26])[C:15]([NH2:31])=[CH:14][N:13]=2)=[C:7]([O:32][CH3:33])[CH:6]=1)([CH3:4])=[O:3].C1C[O:37][CH2:36]C1>>[CH3:4][P:2]([C:5]1[CH:10]=[CH:9][C:8]([NH:11][C:12]2[N:17]=[C:16]3[C:15]([NH:31][C:36](=[O:37])[N:18]3[C:19]3[CH:24]=[CH:23][CH:22]=[CH:21][C:20]=3[S:25]([CH:28]([CH3:29])[CH3:30])(=[O:27])=[O:26])=[CH:14][N:13]=2)=[C:7]([O:32][CH3:33])[CH:6]=1)([CH3:1])=[O:3]. Procedure: To a solution of N2-[4-(dimethylphosphoryl)-2-methoxyphenyl]-N4-[2-(propan-2-ylsulfonyl)phenyl]pyrimidine-2,4,5-triamine (as prepared in Example 28: 40 mg, 0.082 mmol) in THF was added N,N′-Carbonyldiimidazole (40 mg, 0.25 mmol). The solution was stirred at room temperature overnight. The solution was concentrated under reduced pressure and diluted with water and extracted with Ethyl Acetate. The combined organic layer was washed with brine and dried over Magnesium Sulfate. The organic layer was...